Dataset: the Open Reaction Database (ORD), a public repository of structured organic reaction records. Task: describe an organic reaction: reactants, conditions, products, and yield The reactants are [N+](=O)(O)[O-] (nitric acid), OC1=C(C=CC=C1)C1=CC=CC=C1 (2-hydroxybiphenyl), Formula II. Solvent: C(C)(=O)O (acetic acid). Yields the product OC1=C(C=CC=C1[N+](=O)[O-])C1=CC=CC=C1 (2-hydroxy-3-nitrobiphenyl), Formula III. RXN SMILES: [OH:1][C:2]1[CH:7]=[CH:6][CH:5]=[CH:4][C:3]=1[C:8]1[CH:13]=[CH:12][CH:11]=[CH:10][CH:9]=1.[N+:14]([O-])([OH:16])=[O:15]>C(O)(=O)C>[OH:1][C:2]1[C:7]([N+:14]([O-:16])=[O:15])=[CH:6][CH:5]=[CH:4][C:3]=1[C:8]1[CH:9]=[CH:10][CH:11]=[CH:12][CH:13]=1. Procedure: In step (1) of Reaction Scheme 1, a 2-hydroxybiphenyl of Formula II is nitrated using nitric acid in the presence of acetic acid to provide a 2-hydroxy-3-nitrobiphenyl of Formula III. A preferred method of carrying out this reaction is as follows. The biphenyl of Formula II is dissolved in glacial acetic acid at a temperature of 15° to 20° C. Concentrated nitric acid is then added thereto and the resulting mixture is stirred for a short period of time (usually less than about one hour). Thereaft... The reactants are C(=O)(O)C12CCC(CC1)(CC2)NCC(=O)N2[C@@H](C[C@@H](C2)F)C#N ((2S,4S)-1-[[N-(4-carboxybicyclo[2.2.2]oct-1-yl)amino]acetyl]-4-fluoropyrrolidine-2-carbonitrile), NC1=CC=C(C=C1)CC(=O)OCC (ethyl 4-aminophenylacetate). Yields the product C(C)OC(=O)CC1=CC=C(C=C1)NC(=O)C12CCC(CC1)(CC2)NCC(=O)N2[C@@H](C[C@@H](C2)F)C#N ((2S,4S)-1-[[N-[4-[N-(4-ethoxycarbonylmethylphenyl)amino]carbonylbicyclo[2.2.2]oct-1-yl]amino]acetyl]-4-fluoropyrrolidine-2-carbonitrile). Isolated yield 44.8%. RXN SMILES: [C:1]([C:4]12[CH2:11][CH2:10][C:7]([NH:12][CH2:13][C:14]([N:16]3[CH2:20][C@@H:19]([F:21])[CH2:18][C@H:17]3[C:22]#[N:23])=[O:15])([CH2:8][CH2:9]1)[CH2:6][CH2:5]2)(O)=[O:2].[NH2:24][C:25]1[CH:30]=[CH:29][C:28]([CH2:31][C:32]([O:34][CH2:35][CH3:36])=[O:33])=[CH:27][CH:26]=1>>[CH2:35]([O:34][C:32]([CH2:31][C:28]1[CH:27]=[CH:26][C:25]([NH:24][C:1]([C:4]23[CH2:11][CH2:10][C:7]([NH:12][CH2:13][C:14]([N:16]4[CH2:20][C@@H:19]([F:21])[CH2:18][C@H:17]4[C:22]#[N:23])=[O:15])([CH2:8][CH2:9]2)[CH2:6][CH2:5]3)=[O:2])=[CH:30][CH:29]=1)=[O:33])[CH3:36]. Procedure details: In a similar manner to Example 63, (2S,4S)-1-[[N-(4-carboxybicyclo[2.2.2]oct-1-yl)amino]acetyl]-4-fluoropyrrolidine-2-carbonitrile (50.0 mg) and ethyl 4-aminophenylacetate (61.0 mg) were used to obtain (2S,4S)-1-[[N-[4-[N-(4-ethoxycarbonylmethylphenyl)amino]carbonylbicyclo[2.2.2]oct-1-yl]amino]acetyl]-4-fluoropyrrolidine-2-carbonitrile (33.6 mg). Starting materials: BrC=1C=CC2=C(C=3N=C(SC3CCO2)C=2N(N=CN2)C(C)C)C1 (9-Bromo-2-(2-isopropyl-2H-[1,2,4]triazol-3-yl)-4,5-dihydro-6-oxa-3-thia-1-aza-benzo[e]azulene), CC1(OB(OC1(C)C)C=1C=CC(=NC1)N1CCOCC1)C (4-(5-(4,4,5,5-tetramethyl-1,3,2-dioxaborolan-2-yl)pyridin-2-yl)morpholine). The product is C(C)(C)N1N=CN=C1C=1SC=2CCOC3=C(C2N1)C=C(C=C3)C=3C=NC(=CC3)N3CCOCC3 (2-(2-Isopropyl-2H-[1,2,4]triazol-3-yl)-9-(6-morpholin-4-yl-pyridin-3-yl)-4,5-dihydro-6-oxa-3-thia-1-aza-benzo[e]azulene). Isolated yield 58.0%. RXN SMILES: Br[C:2]1[CH:3]=[CH:4][C:5]2[O:14][CH2:13][CH2:12][C:11]3[S:10][C:9]([C:15]4[N:16]([CH:20]([CH3:22])[CH3:21])[N:17]=[CH:18][N:19]=4)=[N:8][C:7]=3[C:6]=2[CH:23]=1.CC1(C)C(C)(C)OB([C:32]2[CH:33]=[CH:34][C:35]([N:38]3[CH2:43][CH2:42][O:41][CH2:40][CH2:39]3)=[N:36][CH:37]=2)O1>>[CH:20]([N:16]1[C:15]([C:9]2[S:10][C:11]3[CH2:12][CH2:13][O:14][C:5]4[CH:4]=[CH:3][C:2]([C:32]5[CH:37]=[N:36][C:35]([N:38]6[CH2:39][CH2:40][O:41][CH2:42][CH2:43]6)=[CH:34][CH:33]=5)=[CH:23][C:6]=4[C:7]=3[N:8]=2)=[N:19][CH:18]=[N:17]1)([CH3:22])[CH3:21]. Reported procedure: Following the procedure for 128, 9-Bromo-2-(2-isopropyl-2H-[1,2,4]triazol-3-yl)-4,5-dihydro-6-oxa-3-thia-1-aza-benzo[e]azulene from Example 6 and 4-(5-(4,4,5,5-tetramethyl-1,3,2-dioxaborolan-2-yl)pyridin-2-yl)morpholine were reacted to give 325 (0.106 g, 58%). 1H NMR (400 MHz, CDCl3) δ 8.62 (d, J=2.1, 1H), 8.49 (d, J=1.8, 1H), 7.93 (s, 1H), 7.76 (dd, J=8.7, 2.4, 1H), 7.42 (dd, J=8.4, 2.2, 1H), 7.14 (d, J=8.3, 1H), 6.73 (d, J=8.8, 1H), 5.88 (dt, J=13.3, 6.6, 1H), 4.45 (t, J=5.0, 2H), 3.95-3.76 (m... Starting materials: C(#N)C=1C(=NC(=NC1N(C)CC(C)(C)C)SC)NC=1C=C(C(=O)NOC)C=CC1C (3-{5-Cyano-6-[(2,2-dimethyl-propyl)-methyl-amino]-2-methylsulfanyl-pyrimidin-4-ylamino}-N-methoxy-4-methyl-benzamide), I(=O)(=O)(=O)[O-].[Na+] (sodium periodate). Run in C(C)O (ethanol), O (water). Reaction conditions: temperature 70 celsius. Yields the product C(#N)C=1C(=NC(=NC1N(C)CC(C)(C)C)S(=O)C)NC=1C=C(C(=O)NOC)C=CC1C (3-{5-Cyano-6-[(2,2-dimethyl-propyl)-methyl-amino]-2-methanesulfinyl-pyrimidin-4-ylamino}-N-methoxy-4-methyl-benzamide). Isolated yield 86.8%. Reaction SMILES: [C:1]([C:3]1[C:4]([NH:18][C:19]2[CH:20]=[C:21]([CH:27]=[CH:28][C:29]=2[CH3:30])[C:22]([NH:24][O:25][CH3:26])=[O:23])=[N:5][C:6]([S:16][CH3:17])=[N:7][C:8]=1[N:9]([CH2:11][C:12]([CH3:15])([CH3:14])[CH3:13])[CH3:10])#[N:2].I([O-])(=O)(=O)=[O:32].[Na+]>C(O)C.O>[C:1]([C:3]1[C:4]([NH:18][C:19]2[CH:20]=[C:21]([CH:27]=[CH:28][C:29]=2[CH3:30])[C:22]([NH:24][O:25][CH3:26])=[O:23])=[N:5][C:6]([S:16]([CH3:17])=[O:32])=[N:7][C:8]=1[N:9]([CH2:11][C:12]([CH3:13])([CH3:14])[CH3:15])[CH3:10])#[N:2] |f:1.2|. Reported procedure: To a solution of 3-{5-Cyano-6-[(2,2-dimethyl-propyl)-methyl-amino]-2-methylsulfanyl-pyrimidin-4-ylamino}-N-methoxy-4-methyl-benzamide (0.10 g) in ethanol (5 mL) was added the solution of sodium periodate (0.2 g) in water (1 mL). The resulting solution was heated to 70° C. for overnight. The solvent was evaporated and the residue was partitioned between water and ethyl acetate. The organic layer was separated, and concentrated, and the residue was purified by silica gel column chromatography to a... Starting materials: CN(C(C1=CC(=CC=C1)N)=O)C (N,N-Dimethyl-3-aminobenzamide), O (water), [H-].[Al+3].[Li+].[H-].[H-].[H-] (lithium aluminium hydride), O (water), [OH-].[Na+] (sodium hydroxide). Procedure: A stirred suspension of lithium aluminium hydride (0.24 g, 6.3 mmol) in tetrahydrofuran (THF) (15 ml) at 0° C. under Argon, was treated dropwise over a period of fifteen minutes, with a solution of N,N-Dimethyl-3-aminobenzamide (D24) (0.68 g, 4.2 mmol) in THF (15 ml). The reaction mixture was allowed to warm to room temperature after which it was heated to reflux for 2 hours. The reaction mixture was allowed to cool to room temperature then treated sequentially with water (0.24 ml), 10% sodium h... Solvent: O1CCCC1 (THF), O1CCCC1 (tetrahydrofuran). The yield is 87.2%. Yields the product CN(C)CC=1C=C(N)C=CC1 (3-(N,N-Dimethylaminomethyl)aniline). RXN SMILES: [H-].[Al+3].[Li+].[H-].[H-].[H-].[CH3:7][N:8]([CH3:18])[C:9](=O)[C:10]1[CH:15]=[CH:14][CH:13]=[C:12]([NH2:16])[CH:11]=1.O.[OH-].[Na+]>O1CCCC1>[CH3:18][N:8]([CH2:9][C:10]1[CH:11]=[C:12]([CH:13]=[CH:14][CH:15]=1)[NH2:16])[CH3:7] |f:0.1.2.3.4.5,8.9|. The reactants are hydroxy, COC(C1=C(C=CC=C1)SCC(O)C1=CC(=CC=C1)\C=C\C1=NC2=CC(=CC=C2C=C1)Cl)=O (Methyl-2-(2-{3-[(E)-2-(7-chloro-quinolin-2-yl)-vinyl]-phenyl}-2-hydroxy-ethylsulfanyl)-benzoate), [Cr](=O)(=O)([O-])Cl.[NH+]1=CC=CC=C1 (pyridinium chlorochromate). Solvent: ClCCl (dichloromethane). Conditions: time 2 hour. Product: COC(C1=C(C=CC=C1)SCC(=O)C1=CC(=CC=C1)\C=C\C1=NC2=CC(=CC=C2C=C1)Cl)=O (Methyl-2-(2-{3-[(E)-2-(7-chloro-quinolin-2-yl)-vinyl]-phenyl}-2-oxo-ethylsulfanyl)-benzoate). Yield: 80.4%. RXN SMILES: [CH3:1][O:2][C:3](=[O:33])[C:4]1[CH:9]=[CH:8][CH:7]=[CH:6][C:5]=1[S:10][CH2:11][CH:12]([C:14]1[CH:19]=[CH:18][CH:17]=[C:16](/[CH:20]=[CH:21]/[C:22]2[CH:31]=[CH:30][C:29]3[C:24](=[CH:25][C:26]([Cl:32])=[CH:27][CH:28]=3)[N:23]=2)[CH:15]=1)[OH:13].[Cr](Cl)([O-])(=O)=O.[NH+]1C=CC=CC=1>ClCCl>[CH3:1][O:2][C:3](=[O:33])[C:4]1[CH:9]=[CH:8][CH:7]=[CH:6][C:5]=1[S:10][CH2:11][C:12]([C:14]1[CH:19]=[CH:18][CH:17]=[C:16](/[CH:20]=[CH:21]/[C:22]2[CH:31]=[CH:30][C:29]3[C:24](=[CH:25][C:26]([Cl:32])=[CH:27][CH:28]=3)[N:23]=2)[CH:15]=1)=[O:13] |f:1.2|. Procedure details: To a stirred solution of hydroxy compound 46 (10.0 g, 0.021 mol) in dichloromethane (100 ml) was added in single lot pyridinium chlorochromate (13.44 g, 0.035 mol) and allowed to stir at ambient temperature for 2 hours. The resulting mixture was filtered through a bed of highflow. The residue was washed with dichloromethane (500 ml). The combined filtrate layer was evaporated and subjected to FC to give pale yellow solid 47 (8.0 g, 80%). Reactants: NC=1C=CC(=NC1)Cl (5-amino-2-chloropyridine), CCN(C(C)C)C(C)C (DIEA), ClC(=O)OC1=CC=C(C=C1)[N+](=O)[O-] (4-nitrophenyl chloroformate). The solvent is C(Cl)Cl (DCM). Run at time 8 hour. The product is ClC1=CC=C(C=N1)NC(OC1=CC=C(C=C1)[N+](=O)[O-])=O (4-Nitrophenyl 6-chloropyridin-3-ylcarbamate). As a reaction SMILES: [NH2:1][C:2]1[CH:3]=[CH:4][C:5]([Cl:8])=[N:6][CH:7]=1.CCN(C(C)C)C(C)C.Cl[C:19]([O:21][C:22]1[CH:27]=[CH:26][C:25]([N+:28]([O-:30])=[O:29])=[CH:24][CH:23]=1)=[O:20]>C(Cl)Cl>[Cl:8][C:5]1[N:6]=[CH:7][C:2]([NH:1][C:19](=[O:20])[O:21][C:22]2[CH:23]=[CH:24][C:25]([N+:28]([O-:30])=[O:29])=[CH:26][CH:27]=2)=[CH:3][CH:4]=1. Reported procedure: To a solution of 5-amino-2-chloropyridine (162 mg, 1262 μmol) and DIEA (275 μL, 1578 mmol) in DCM (6.0 mL) was added 4-nitrophenyl chloroformate (212 mg, 1052 μmol). The resulting mixture was then stirred at RT for overnight. A yellow precipitation was observed. The yellow solid was collected by filtration to give the title compound as a light yellow solid, which was used in the next step without purification requirement.